From a dataset of the Open Reaction Database (ORD), a public repository of structured organic reaction records. describe an organic reaction: reactants, conditions, products, and yield Starting materials: BrCc1ccccc1, CCCCO, O=S([O-])c1ccc(Cl)cc1, [Na+]. The product is O=S(=O)(Cc1ccccc1)c1ccc(Cl)cc1. As a reaction SMILES: [Br:12][CH2:13][c:14]1[cH:15][cH:16][cH:17][cH:18][cH:19]1.[CH2:20]([OH:21])[CH2:22][CH2:23][CH3:24].[Cl:1][c:2]1[cH:3][cH:4][c:5]([S:8](=[O:9])[O-:10])[cH:6][cH:7]1.[Na+:11]>>[Cl:1][c:2]1[cH:3][cH:4][c:5]([S:8](=[O:9])(=[O:10])[CH2:13][c:14]2[cH:15][cH:16][cH:17][cH:18][cH:19]2)[cH:6][cH:7]1. Starting materials: COC(C(CC(C)CC)C=1C=C(C=C(C1)C1=CC(=C(C=C1)OC(F)(F)F)F)C1=CC=C(C=C1)C(F)(F)F)=O (2-(3-fluoro-4-trifluoromethoxy-4″-trifluoromethyl-[1,1′;3′,1″]terphenyl-5′-yl)-4-ethyl-pentanoic acid methyl ester), [Li+].[OH-] (LiOH). The solvent is CO (MeOH), O (H2O). Reaction conditions: temperature 30 celsius, time 3 hour. The product is FC=1C=C(C=CC1OC(F)(F)F)C1=CC(=CC(=C1)C(C(=O)O)CC(C)CC)C1=CC=C(C=C1)C(F)(F)F (2-(3-Fluoro-4-trifluoromethoxy-4″-trifluoromethyl-[1,1′;3′,1″]terphenyl-5′-yl)-4-ethyl-pentanoic acid). Yield: 564.6%. RXN SMILES: C[O:2][C:3](=[O:38])[CH:4]([C:10]1[CH:11]=[C:12]([C:28]2[CH:33]=[CH:32][C:31]([C:34]([F:37])([F:36])[F:35])=[CH:30][CH:29]=2)[CH:13]=[C:14]([C:16]2[CH:21]=[CH:20][C:19]([O:22][C:23]([F:26])([F:25])[F:24])=[C:18]([F:27])[CH:17]=2)[CH:15]=1)[CH2:5][CH:6]([CH2:8][CH3:9])[CH3:7].[Li+].[OH-]>CO.O>[F:27][C:18]1[CH:17]=[C:16]([C:14]2[CH:15]=[C:10]([CH:4]([CH2:5][CH:6]([CH2:8][CH3:9])[CH3:7])[C:3]([OH:38])=[O:2])[CH:11]=[C:12]([C:28]3[CH:29]=[CH:30][C:31]([C:34]([F:35])([F:36])[F:37])=[CH:32][CH:33]=3)[CH:13]=2)[CH:21]=[CH:20][C:19]=1[O:22][C:23]([F:25])([F:24])[F:26] |f:1.2|. Reported procedure: A mixture of 2-(3-fluoro-4-trifluoromethoxy-4″-trifluoromethyl-[1,1′;3′,1″]terphenyl-5′-yl)-4-ethyl-pentanoic acid methyl ester (2 mg) THF (1 mL), 10% LiOH in MeOH (0.3 mL) and H2O (0.3 mL) was stirred at 30° C. for 3 h. The solution was concentrated in vacuo and the residue was diluted with H2O and then acidified with concentrated HCl. The aqueous solution was extracted with DCM and filtered through polytetrafluoroethylene filter. The solution was concentrated in vacuo to give a solid residue. ... The reactants are NC=1C=CC2=C(OCC3=C(C2=O)C=CC(=C3)[N+](=O)[O-])C1 (3-Amino-8-nitro-6H-dibenzo[b,e]oxepin-11-one), CC(C)(C)[O-].[K+] (KOt-Bu), BrC1=C(C=CC=C1)OC (2-bromoanisole), C1(CCCCC1)P(C1=C(C=CC=C1)C1=C(C=C(C=C1C(C)C)C(C)C)C(C)C)C1CCCCC1 (2-(dicyclohexylphosphino)-2′,4′,6′-triisopropylbiphenyl). Reagents/catalysts: CC(=O)[O-].CC(=O)[O-].[Pd+2] (Pd(OAc)2). Run in C1(=CC=CC=C1)C (toluene), CC(C)(C)O (t-BuOH). Reaction conditions: temperature 100 celsius. Product: COC1=C(C=CC=C1)NC=1C=CC2=C(OCC3=C(C2=O)C=CC(=C3)[N+](=O)[O-])C1 (3-(2-Methoxyphenylamino)-8-nitro-6H-dibenzo[b,e]oxepin-11-one). Reaction SMILES: [NH2:1][C:2]1[CH:3]=[CH:4][C:5]2[C:11](=[O:12])[C:10]3[CH:13]=[CH:14][C:15]([N+:17]([O-:19])=[O:18])=[CH:16][C:9]=3[CH2:8][O:7][C:6]=2[CH:20]=1.Br[C:22]1[CH:27]=[CH:26][CH:25]=[CH:24][C:23]=1[O:28][CH3:29].C1(P(C2CCCCC2)C2C=CC=CC=2C2C(C(C)C)=CC(C(C)C)=CC=2C(C)C)CCCCC1.CC([O-])(C)C.[K+]>C1(C)C=CC=CC=1.CC([O-])=O.CC([O-])=O.[Pd+2].CC(O)(C)C>[CH3:29][O:28][C:23]1[CH:24]=[CH:25][CH:26]=[CH:27][C:22]=1[NH:1][C:2]1[CH:3]=[CH:4][C:5]2[C:11](=[O:12])[C:10]3[CH:13]=[CH:14][C:15]([N+:17]([O-:19])=[O:18])=[CH:16][C:9]=3[CH2:8][O:7][C:6]=2[CH:20]=1 |f:3.4,6.7.8|. Procedure: In accordance with general method Z, 0.80 g (2.96 mmol) of (6), 0.70 g (3.80 mmol) of 2-bromoanisole, 2 spatula tips of Pd(OAc)2, 0.10 g of 2-(dicyclohexylphosphino)-2′,4′,6′-triisopropylbiphenyl (phosphine ligand), 0.50 g of KOt-Bu, 2.0 ml of t-BuOH are weighed out and dissolved in 10 ml of toluene (anhydrous). The mixture is refluxed at 100° C. under an argon atmosphere for 4 h. The crude product is purified by chromatography over silica gel with MC/EtOH (98/2). Yield: 0.025 g (2.2%); melting ... Reactants: CO, CS(=O)(=O)c1ccc(C(CC2CCCC2)C(=O)Nc2nccs2)cc1[N+](=O)[O-], [H][H]. The product is CS(=O)(=O)c1ccc(C(CC2CCCC2)C(=O)Nc2nccs2)cc1NO. RXN SMILES: [CH3:31][OH:32].[CH:1]1([CH2:6][CH:7]([C:8](=[O:9])[NH:10][c:11]2[s:12][cH:13][cH:14][n:15]2)[c:16]2[cH:17][c:18]([N+:26](=[O:27])[O-:28])[c:19]([S:22](=[O:23])(=[O:24])[CH3:25])[cH:20][cH:21]2)[CH2:2][CH2:3][CH2:4][CH2:5]1.[H:29][H:30]>>[CH:1]1([CH2:6][CH:7]([C:8](=[O:9])[NH:10][c:11]2[s:12][cH:13][cH:14][n:15]2)[c:16]2[cH:17][c:18]([NH:26][OH:27])[c:19]([S:22](=[O:23])(=[O:24])[CH3:25])[cH:20][cH:21]2)[CH2:2][CH2:3][CH2:4][CH2:5]1. Starting materials: CO, C#CCC(c1nc2cc(Cl)ccc2c(=O)n1Nc1ccccc1)N(CCCN1C(=O)c2ccccc2C1=O)C(=O)c1cccc(Cl)c1F, N#N, NN. Product: C#CCC(c1nc2cc(Cl)ccc2c(=O)n1Nc1ccccc1)N(CCCN)C(=O)c1cccc(Cl)c1F. RXN SMILES: [CH3:53][OH:54].[Cl:1][c:2]1[c:3]([F:48])[c:4]([C:5](=[O:6])[N:7]([CH2:8][CH2:9][CH2:10][N:11]2[C:12](=[O:13])[c:14]3[c:15]([cH:16][cH:17][cH:18][cH:19]3)[C:20]2=[O:21])[CH:22]([CH2:23][C:24]#[CH:25])[c:26]2[n:27][c:28]3[cH:29][c:30]([Cl:44])[cH:31][cH:32][c:33]3[c:34](=[O:43])[n:35]2[NH:36][c:37]2[cH:38][cH:39][cH:40][cH:41][cH:42]2)[cH:45][cH:46][cH:47]1.[N:49]#[N:50].[NH2:51][NH2:52]>>[Cl:1][c:2]1[c:3]([F:48])[c:4]([C:5](=[O:6])[N:7]([CH2:8][CH2:9][CH2:10][NH2:11])[CH:22]([CH2:23][C:24]#[CH:25])[c:26]2[n:27][c:28]3[cH:29][c:30]([Cl:44])[cH:31][cH:32][c:33]3[c:34](=[O:43])[n:35]2[NH:36][c:37]2[cH:38][cH:39][cH:40][cH:41][cH:42]2)[cH:45][cH:46][cH:47]1. The reactants are C(C)(=O)O[C@@H]1[C@H](O[C@H](C1)N1C2=NC=NC(=C2N=C1)N[C@H]1CCC2=CC=CC=C12)COS(=O)(=O)N ((2R,3S,5R)-2-{[(Aminosulfonyl)oxy]methyl}-5-{6-[(1S)-2,3-dihydro-1H-inden-1-ylamino]-9H-purin-9-yl}tetrahydrofuran-3-yl acetate), N.CO (NH3 MeOH), O1CCCC1 (tetrahydrofuran). Conditions: time 1 hour. The product is S(N)(OC[C@H]1O[C@H]([C@@H]([C@@H]1O)O)N1C=CC2=C1N=CN=C2N[C@H]2CCC1=CC=CC=C21)(=O)=O (((2R,3S,4R,5R)-5-{4-[(1S)-2,3-Dihydro-1H-inden-1-ylamino]-7H-pyrrolo[2,3-d]pyrimidin-7-yl}-3,4-dihydroxytetrahydrofuran-2-yl)methyl sulfamate). Yield: 66.0%. As a reaction SMILES: C([O:4][C@H:5]1[CH2:9][C@H:8]([N:10]2C=N[C:16]3[C:11]2=[N:12][CH:13]=[N:14][C:15]=3[NH:19][C@@H:20]2[C:28]3[C:23](=[CH:24][CH:25]=[CH:26][CH:27]=3)[CH2:22][CH2:21]2)[O:7][C@@H:6]1[CH2:29][O:30][S:31]([NH2:34])(=[O:33])=[O:32])(=O)C.O1CC[CH2:37][CH2:36]1.N.C[OH:42]>>[S:31](=[O:33])(=[O:32])([O:30][CH2:29][C@@H:6]1[C@@H:5]([OH:4])[C@@H:9]([OH:42])[C@H:8]([N:10]2[C:11]3[N:12]=[CH:13][N:14]=[C:15]([NH:19][C@@H:20]4[C:28]5[C:23](=[CH:24][CH:25]=[CH:26][CH:27]=5)[CH2:22][CH2:21]4)[C:16]=3[CH:37]=[CH:36]2)[O:7]1)[NH2:34] |f:2.3|. Procedure: (2R,3S,5R)-2-{[(Aminosulfonyl)oxy]methyl}-5-{6-[(1S)-2,3-dihydro-1H-inden-1-ylamino]-9H-purin-9-yl}tetrahydrofuran-3-yl acetate (96 mg, 0.20 mmol) was dissolved in 2.6 mL of 7M NH3/MeOH and stirred for one hour. Approximately 1 mL tetrahydrofuran was added, and the resulting solution was stirred for 3 hours. The solvent was removed in vacuo and the residue purified by silica gel chromatography (0% to 10% MeOH/CH2Cl2) to afford 59 mg (66%) of the title compound. Starting materials: BrCC(=O)C=1C(=NOC1C1=CC=C(C=C1)Br)C (2-bromo-1-[5-(4-bromo-phenyl)-3-methyl-isoxazol-4-yl]-ethanone), C1(=CC=CC=C1)S (benzenthiol). The product is BrC1=CC=C(C=C1)C1=C(C(=NO1)C)C(CSC1=CC=CC=C1)=O (1-[5-(4-Bromo-phenyl)-3-methyl-isoxazol-4-yl]-2-phenylsulfanyl-ethanone). As a reaction SMILES: Br[CH2:2][C:3]([C:5]1[C:6]([CH3:17])=[N:7][O:8][C:9]=1[C:10]1[CH:15]=[CH:14][C:13]([Br:16])=[CH:12][CH:11]=1)=[O:4].[C:18]1([SH:24])[CH:23]=[CH:22][CH:21]=[CH:20][CH:19]=1>>[Br:16][C:13]1[CH:14]=[CH:15][C:10]([C:9]2[O:8][N:7]=[C:6]([CH3:17])[C:5]=2[C:3](=[O:4])[CH2:2][S:24][C:18]2[CH:23]=[CH:22][CH:21]=[CH:20][CH:19]=2)=[CH:11][CH:12]=1. Procedure details: Prepared according to the procedure described in Example 3, Step 7, using 2-bromo-1-[5-(4-bromo-phenyl)-3-methyl-isoxazol-4-yl]-ethanone and benzenthiol. Reactants: Intermediate 23, ClC1=NC(=CC(=N1)OC)OC (2-chloro-4,6-dimethoxypyrimidine), C(C)(C)(C)OC(=O)N1CC2CNCC2C1 (hexahydro-pyrrolo[3,4-c]pyrrole-2-carboxylic acid tert-butyl ester). The product is COC1=NC(=NC(=C1)OC)N1CC2CNCC2C1 (2-(4,6-Dimethoxy-pyrimidin-2-yl)-octahydro-pyrrolo[3,4-c]pyrrole). As a reaction SMILES: Cl[C:2]1[N:7]=[C:6]([O:8][CH3:9])[CH:5]=[C:4]([O:10][CH3:11])[N:3]=1.C(OC([N:19]1[CH2:26][CH:25]2[CH:21]([CH2:22][NH:23][CH2:24]2)[CH2:20]1)=O)(C)(C)C>>[CH3:11][O:10][C:4]1[CH:5]=[C:6]([O:8][CH3:9])[N:7]=[C:2]([N:19]2[CH2:26][CH:25]3[CH:21]([CH2:22][NH:23][CH2:24]3)[CH2:20]2)[N:3]=1. Procedure: The title compound was prepared in a manner analogous to Intermediate 23 utilizing 2-chloro-4,6-dimethoxypyrimidine and hexahydro-pyrrolo[3,4-c]pyrrole-2-carboxylic acid tert-butyl ester as starting materials.